From a dataset of the Open Reaction Database (ORD), a public repository of structured organic reaction records. describe an organic reaction: reactants, conditions, products, and yield Starting materials: O=C1CCC(=O)N1Br, O=C(OOC(=O)c1ccccc1)c1ccccc1, ClC(Cl)(Cl)Cl, COC(=O)C(=NOC(F)F)c1ccccc1C. Yields the product COC(=O)C(=NOC(F)F)c1ccccc1CBr. Reaction SMILES: [Br:36][N:37]1[C:38](=[O:39])[CH2:40][CH2:41][C:42]1=[O:43].[C:18]([O:19][O:20][C:21](=[O:22])[c:23]1[cH:24][cH:25][cH:26][cH:27][cH:28]1)(=[O:29])[c:30]1[cH:31][cH:32][cH:33][cH:34][cH:35]1.[C:44]([Cl:45])([Cl:46])([Cl:47])[Cl:48].[F:1][CH:2]([O:3][N:4]=[C:5]([C:6](=[O:7])[O:8][CH3:9])[c:10]1[c:11]([CH3:16])[cH:12][cH:13][cH:14][cH:15]1)[F:17]>>[F:1][CH:2]([O:3][N:4]=[C:5]([C:6](=[O:7])[O:8][CH3:9])[c:10]1[c:11]([CH2:16][Br:36])[cH:12][cH:13][cH:14][cH:15]1)[F:17].